This data is from the Open Reaction Database (ORD), a public repository of structured organic reaction records. The task is: describe an organic reaction: reactants, conditions, products, and yield Reactants: C#CCC1CCN(C(=O)Oc2ccc(OC)cc2)CC1, Nc1nc(I)nc2c1ncn2C1OC(CO)C(O)C1O. Product: COc1ccc(OC(=O)N2CCC(CC#Cc3nc(N)c4ncn(C5OC(CO)C(O)C5O)c4n3)CC2)cc1. Reaction SMILES: [CH2:1]([C:2]#[CH:3])[CH:4]1[CH2:5][CH2:6][N:7]([C:10](=[O:11])[O:12][c:13]2[cH:14][cH:15][c:16]([O:19][CH3:20])[cH:17][cH:18]2)[CH2:8][CH2:9]1.[I:21][c:22]1[n:23][c:24]([NH2:40])[c:25]2[n:26][cH:27][n:28]([CH:29]3[CH:30]([OH:31])[CH:32]([OH:33])[CH:34]([CH2:35][OH:36])[O:37]3)[c:38]2[n:39]1>>[CH2:1]([C:2]#[C:3][c:22]1[n:23][c:24]([NH2:40])[c:25]2[n:26][cH:27][n:28]([CH:29]3[CH:30]([OH:31])[CH:32]([OH:33])[CH:34]([CH2:35][OH:36])[O:37]3)[c:38]2[n:39]1)[CH:4]1[CH2:5][CH2:6][N:7]([C:10](=[O:11])[O:12][c:13]2[cH:14][cH:15][c:16]([O:19][CH3:20])[cH:17][cH:18]2)[CH2:8][CH2:9]1.